From a dataset of the Open Reaction Database (ORD), a public repository of structured organic reaction records. describe an organic reaction: reactants, conditions, products, and yield The reactants are ClCCl, O=C(O)C(F)(F)F, CC(C)(C)OC(=O)NCCc1c(-c2ccc3cnccc3c2)noc1NCC(N)Cc1c[nH]c2ccccc12. The product is NCCc1c(-c2ccc3cnccc3c2)noc1NCC(N)Cc1c[nH]c2ccccc12. Reaction SMILES: [Cl:47][CH2:48][Cl:49].[F:40][C:41]([F:42])([F:43])[C:44]([OH:45])=[O:46].[NH2:1][CH:2]([CH2:3][NH:4][c:5]1[c:6]([CH2:20][CH2:21][NH:22][C:23](=[O:24])[O:25][C:26]([CH3:27])([CH3:28])[CH3:29])[c:7](-[c:10]2[cH:11][c:12]3[cH:13][cH:14][n:15][cH:16][c:17]3[cH:18][cH:19]2)[n:8][o:9]1)[CH2:30][c:31]1[cH:32][nH:33][c:34]2[cH:35][cH:36][cH:37][cH:38][c:39]12>>[NH2:1][CH:2]([CH2:3][NH:4][c:5]1[c:6]([CH2:20][CH2:21][NH2:22])[c:7](-[c:10]2[cH:11][c:12]3[cH:13][cH:14][n:15][cH:16][c:17]3[cH:18][cH:19]2)[n:8][o:9]1)[CH2:30][c:31]1[cH:32][nH:33][c:34]2[cH:35][cH:36][cH:37][cH:38][c:39]12. Starting materials: C[Si](C)(C)[N-][Si](C)(C)C.[Li+] (Lithium bis(trimethylsilyl)amide), FC1=NC=C(C=C1C1=CC(=NC(=N1)C)N(CC1=CC=C(C=C1)OC)CC1=CC=C(C=C1)OC)CN1CCN(CC1)S(=O)(=O)C (6-(2-fluoro-5-((4-(methylsulfonyl)piperazin-1-yl)methyl)pyridin-3-yl)-N,N-bis(4-methoxybenzyl)-2-methylpyrimidin-4-amine), COC1=CC=C(C=N1)N (6-methoxypyridin-3-amine). Run in C1CCOC1 (THF). Reaction conditions: temperature 0 celsius, time 1 hour. Yields the product COC1=CC=C(CN(C2=NC(=NC(=C2)C=2C(=NC=C(C2)CN2CCN(CC2)S(=O)(=O)C)NC=2C=NC(=CC2)OC)C)CC2=CC=C(C=C2)OC)C=C1 (N,N-bis(4-methoxybenzyl)-6-(2-(6-methoxypyridin-3-ylamino)-5-((4-(methylsulfonyl)piperazin-1-yl)methyl)pyridin-3-yl)-2-methylpyrimidin-4-amine). Yield: 95.0%. Reaction SMILES: C[Si]([N-][Si](C)(C)C)(C)C.[Li+].F[C:12]1[C:17]([C:18]2[N:23]=[C:22]([CH3:24])[N:21]=[C:20]([N:25]([CH2:35][C:36]3[CH:41]=[CH:40][C:39]([O:42][CH3:43])=[CH:38][CH:37]=3)[CH2:26][C:27]3[CH:32]=[CH:31][C:30]([O:33][CH3:34])=[CH:29][CH:28]=3)[CH:19]=2)=[CH:16][C:15]([CH2:44][N:45]2[CH2:50][CH2:49][N:48]([S:51]([CH3:54])(=[O:53])=[O:52])[CH2:47][CH2:46]2)=[CH:14][N:13]=1.[CH3:55][O:56][C:57]1[N:62]=[CH:61][C:60]([NH2:63])=[CH:59][CH:58]=1>C1COCC1>[CH3:34][O:33][C:30]1[CH:31]=[CH:32][C:27]([CH2:26][N:25]([CH2:35][C:36]2[CH:41]=[CH:40][C:39]([O:42][CH3:43])=[CH:38][CH:37]=2)[C:20]2[CH:19]=[C:18]([C:17]3[C:12]([NH:63][C:60]4[CH:61]=[N:62][C:57]([O:56][CH3:55])=[CH:58][CH:59]=4)=[N:13][CH:14]=[C:15]([CH2:44][N:45]4[CH2:50][CH2:49][N:48]([S:51]([CH3:54])(=[O:53])=[O:52])[CH2:47][CH2:46]4)[CH:16]=3)[N:23]=[C:22]([CH3:24])[N:21]=2)=[CH:28][CH:29]=1 |f:0.1|. Reported procedure: Lithium bis(trimethylsilyl)amide (Acros, Morris Plains, N.J.; 1.0M solution in THF/ethyl benezene) (0.599 mL, 0.599 mmol) was added dropwise to a solution of 6-(2-fluoro-5-((4-(methylsulfonyl)piperazin-1-yl)methyl)pyridin-3-yl)-N,N-bis(4-methoxybenzyl)-2-methylpyrimidin-4-amine (124.0 mg, 0.200 mmol) and 6-methoxypyridin-3-amine (0.037 mL, 0.300 mmol) in THF (3.0 mL) at 0° C., and the resulting dark brown solution was stirred at 0° C. for 1 h. Excess LiHMDS was quenched by the addition of sat. a... Starting materials: CN(C)C=O, CCOCC, ClCc1ccccc1, [H-], [Na+], O, Oc1ccc(Cl)nc1. Yields the product Clc1ccc(OCc2ccccc2)cn1. RXN SMILES: [CH3:20][N:21]([CH3:22])[CH:23]=[O:24].[CH3:25][CH2:26][O:27][CH2:28][CH3:29].[Cl:11][CH2:12][c:13]1[cH:14][cH:15][cH:16][cH:17][cH:18]1.[H-:9].[Na+:10].[OH2:19].[OH:1][c:2]1[cH:3][cH:4][c:5]([Cl:8])[n:6][cH:7]1>>[O:1]([c:2]1[cH:3][cH:4][c:5]([Cl:8])[n:6][cH:7]1)[CH2:12][c:13]1[cH:14][cH:15][cH:16][cH:17][cH:18]1. The reactants are C(C=C(C)C)C1=CC=C(C=C1)C(C(=O)O)C (2-(p-prenylphenyl)propionic acid), [OH-].[Na+] (sodium hydroxide). The product is C(C=C(C)C)C1=CC=C(C=C1)C(C(=O)[O-])C.[Na+] (sodium 2-(p-prenylphenyl)propionate). As a reaction SMILES: [CH2:1]([C:6]1[CH:11]=[CH:10][C:9]([CH:12]([CH3:16])[C:13]([OH:15])=[O:14])=[CH:8][CH:7]=1)[CH:2]=[C:3]([CH3:5])[CH3:4].[OH-].[Na+:18]>>[CH2:1]([C:6]1[CH:7]=[CH:8][C:9]([CH:12]([CH3:16])[C:13]([O-:15])=[O:14])=[CH:10][CH:11]=1)[CH:2]=[C:3]([CH3:5])[CH3:4].[Na+:18] |f:1.2,3.4|. Reported procedure: 4.8 g of 2-(p-prenylphenyl)propionic acid as prepared in Example 1 was dissolved in 5% aqueous sodium hydroxide solution to adjust to pH 9.0. After evaporation of the water, the resulting solid was recystallized from ethyl acetate to give 4.5 g of sodium 2-(p-prenylphenyl)propionate, colorless prisms, m.p. 65°-66° C. The reagents and catalysts are C(C)(=O)O[Pd]OC(C)=O (diacetoxypalladium). Procedure: A mixture of 4-(5-chloro-2-fluoropyridin-3-yl)-N,N-bis(4-methoxybenzyl)-6-methyl-1,3,5-triazin-2-amine (8.99 g, 18.73 mmol), potassium (S)-((4-(tert-butoxycarbonyl)-2-methylpiperazin-1-yl)methyl)trifluoroborate (6.00 g, 18.73 mmol), diacetoxypalladium (0.210 g, 0.937 mmol), dicyclohexyl(2′,4′,6′-triisopropylbiphenyl-2-yl)phosphine (0.893 g, 1.873 mmol), and cesium carbonate (18.31 g, 56.2 mmol) in THF (100 mL) and water (10.0 mL) was heated at 80° C. overnight. After cooling to ambient temperatu... As a reaction SMILES: Cl[C:2]1[CH:3]=[C:4]([C:9]2[N:14]=[C:13]([CH3:15])[N:12]=[C:11]([N:16]([CH2:26][C:27]3[CH:32]=[CH:31][C:30]([O:33][CH3:34])=[CH:29][CH:28]=3)[CH2:17][C:18]3[CH:23]=[CH:22][C:21]([O:24][CH3:25])=[CH:20][CH:19]=3)[N:10]=2)[C:5]([F:8])=[N:6][CH:7]=1.[C:35]([O:39][C:40]([N:42]1[CH2:47][CH2:46][N:45]([CH2:48][B-](F)(F)F)[C@@H:44]([CH3:53])[CH2:43]1)=[O:41])([CH3:38])([CH3:37])[CH3:36].[K+].C1(P(C2CCCCC2)C2C=CC=CC=2C2C(C(C)C)=CC(C(C)C)=CC=2C(C)C)CCCCC1.C(=O)([O-])[O-].[Cs+].[Cs+]>C1COCC1.O.C(O[Pd]OC(=O)C)(=O)C>[CH3:25][O:24][C:21]1[CH:22]=[CH:23][C:18]([CH2:17][N:16]([CH2:26][C:27]2[CH:32]=[CH:31][C:30]([O:33][CH3:34])=[CH:29][CH:28]=2)[C:11]2[N:12]=[C:13]([CH3:15])[N:14]=[C:9]([C:4]3[CH:3]=[C:2]([CH2:48][N:45]4[CH2:46][CH2:47][N:42]([C:40]([O:39][C:35]([CH3:38])([CH3:37])[CH3:36])=[O:41])[CH2:43][C@@H:44]4[CH3:53])[CH:7]=[N:6][C:5]=3[F:8])[N:10]=2)=[CH:19][CH:20]=1 |f:1.2,4.5.6|. The solvent is C1CCOC1 (THF), O (water). Yields the product COC1=CC=C(CN(C2=NC(=NC(=N2)C)C=2C=C(C=NC2F)CN2[C@H](CN(CC2)C(=O)OC(C)(C)C)C)CC2=CC=C(C=C2)OC)C=C1 ((S)-tert-butyl 4-((5-(4-(bis(4-methoxybenzyl)amino)-6-methyl-1,3,5-triazin-2-yl)-6-fluoropyridin-3-yl)methyl)-3-methylpiperazine-1-carboxylate). Conditions: temperature 80 celsius. Starting materials: ClC=1C=C(C(=NC1)F)C1=NC(=NC(=N1)C)N(CC1=CC=C(C=C1)OC)CC1=CC=C(C=C1)OC (4-(5-chloro-2-fluoropyridin-3-yl)-N,N-bis(4-methoxybenzyl)-6-methyl-1,3,5-triazin-2-amine), C(C)(C)(C)OC(=O)N1C[C@@H](N(CC1)C[B-](F)(F)F)C.[K+] (potassium (S)-((4-(tert-butoxycarbonyl)-2-methylpiperazin-1-yl)methyl)trifluoroborate), C1(CCCCC1)P(C1=C(C=CC=C1)C1=C(C=C(C=C1C(C)C)C(C)C)C(C)C)C1CCCCC1 (dicyclohexyl(2′,4′,6′-triisopropylbiphenyl-2-yl)phosphine), C([O-])([O-])=O.[Cs+].[Cs+] (cesium carbonate). The yield is 84.4%. Reactants: [Br-], CS(C)=O, COC(=O)c1ccc(C[P+](c2ccccc2)(c2ccccc2)c2ccccc2)cc1, [H-], [Na+], O=CC1CCOCC1, O. Product: COC(=O)c1ccc(C=CC2CCOCC2)cc1. RXN SMILES: [Br-:7].[CH3:3][S:4]([CH3:5])=[O:6].[CH3:8][O:9][C:10](=[O:11])[c:12]1[cH:13][cH:14][c:15]([CH2:16][P+:17]([c:18]2[cH:19][cH:20][cH:21][cH:22][cH:23]2)([c:24]2[cH:25][cH:26][cH:27][cH:28][cH:29]2)[c:30]2[cH:31][cH:32][cH:33][cH:34][cH:35]2)[cH:36][cH:37]1.[H-:1].[Na+:2].[O:38]1[CH2:39][CH2:40][CH:41]([CH:44]=[O:45])[CH2:42][CH2:43]1.[OH2:46]>>[CH3:8][O:9][C:10](=[O:11])[c:12]1[cH:13][cH:14][c:15]([CH:16]=[CH:44][CH:41]2[CH2:40][CH2:39][O:38][CH2:43][CH2:42]2)[cH:36][cH:37]1. The reactants are C1CCC2=NCCCN2CC1, COc1nc(C)c(C)nc1NC(=S)Oc1ccccc1, COc1cc(OC)cc(N2CCNCC2)c1, C1CCOC1. The product is COc1cc(OC)cc(N2CCN(C(=S)Nc3nc(C)c(C)nc3OC)CC2)c1. RXN SMILES: [CH2:37]1[CH2:38][CH2:39][C:40]2=[N:45][CH2:44][CH2:43][CH2:42][N:41]2[CH2:46][CH2:47]1.[CH3:1][c:2]1[n:3][c:4]([NH:11][C:12]([O:13][c:14]2[cH:15][cH:16][cH:17][cH:18][cH:19]2)=[S:20])[c:5]([O:9][CH3:10])[n:6][c:7]1[CH3:8].[CH3:21][O:22][c:23]1[cH:24][c:25]([N:31]2[CH2:32][CH2:33][NH:34][CH2:35][CH2:36]2)[cH:26][c:27]([O:29][CH3:30])[cH:28]1.[O:48]1[CH2:49][CH2:50][CH2:51][CH2:52]1>>[CH3:1][c:2]1[n:3][c:4]([NH:11][C:12](=[S:20])[N:34]2[CH2:33][CH2:32][N:31]([c:25]3[cH:24][c:23]([O:22][CH3:21])[cH:28][c:27]([O:29][CH3:30])[cH:26]3)[CH2:36][CH2:35]2)[c:5]([O:9][CH3:10])[n:6][c:7]1[CH3:8].